Dataset: the Open Reaction Database (ORD), a public repository of structured organic reaction records. Task: describe an organic reaction: reactants, conditions, products, and yield The reactants are S1C(=CC=C1)CS (2-thiophenemethanethiol), COC(C=C)=O (methylacrylate), N1CCCCC1 (piperidine), [OH-].C(C1=CC=CC=C1)[N+](C)(C)C (N-benzyltrimethylammonium hydroxide). Yields the product S1C(=CC=C1)CSCCC(=O)OC (methyl 3-[(2-thienylmethyl)thio]propanoate). RXN SMILES: [S:1]1[CH:5]=[CH:4][CH:3]=[C:2]1[CH2:6][SH:7].[CH3:8][O:9][C:10](=[O:13])[CH:11]=[CH2:12].N1CCCCC1.[OH-].C([N+](C)(C)C)C1C=CC=CC=1>>[S:1]1[CH:5]=[CH:4][CH:3]=[C:2]1[CH2:6][S:7][CH2:12][CH2:11][C:10]([O:9][CH3:8])=[O:13] |f:3.4|. Procedure details: A solution of 2-thiophenemethanethiol (12 grams), methylacrylate (7.94 grams), piperidine (3 mL) and N-benzyltrimethylammonium hydroxide (3 mL) was stirred for 16 hours at room temperature. The reaction mixture was distilled in vacuo to yield the desired title compound. Yield: 16.5 grams (83%). Bp: 140° C. at 1 mmHg. The reactants are C(C)[Mg]Br (ethylmagnesium bromide), Cl.Cl.Cl.C1(CCCC1)[C@@H]1CCC=2N=CN=C(C21)N2CC1(CCNCC1)C1=C(C=CC=C21)CNC(C)C ((S)—N-((1-(5-cyclopentyl-6,7-dihydro-5H-cyclopenta[d]pyrimidin-4-yl)spiro[indoline-3,4′-piperidine]-4-yl)methyl)propan-2-amine trihydrochloride). Product: C1(CCCC1)[C@@H]1CCC=2N=CN=C(C21)N2CC1(CCNCC1)C1=C(C=CC=C21)CNC(C)C ((S)—N-((1-(5-Cyclopentyl-6,7-dihydro-5H-cyclopenta[d]pyrimidin-4-yl)spiro[indoline-3,4′-piperidine]-4-yl)methyl)propan-2-amine). Reaction SMILES: C([Mg]Br)C.Cl.Cl.Cl.[CH:8]1([C@H:13]2[C:21]3[C:20]([N:22]4[C:35]5[C:30](=[C:31]([CH2:36][NH:37][CH:38]([CH3:40])[CH3:39])[CH:32]=[CH:33][CH:34]=5)[C:24]5([CH2:29][CH2:28][NH:27][CH2:26][CH2:25]5)[CH2:23]4)=[N:19][CH:18]=[N:17][C:16]=3[CH2:15][CH2:14]2)[CH2:12][CH2:11][CH2:10][CH2:9]1>>[CH:8]1([C@H:13]2[C:21]3[C:20]([N:22]4[C:35]5[C:30](=[C:31]([CH2:36][NH:37][CH:38]([CH3:40])[CH3:39])[CH:32]=[CH:33][CH:34]=5)[C:24]5([CH2:29][CH2:28][NH:27][CH2:26][CH2:25]5)[CH2:23]4)=[N:19][CH:18]=[N:17][C:16]=3[CH2:15][CH2:14]2)[CH2:9][CH2:10][CH2:11][CH2:12]1 |f:1.2.3.4|. Reported procedure: (S)—N-((1-(5-Cyclopentyl-6,7-dihydro-5H-cyclopenta[d]pyrimidin-4-yl)spiro[indoline-3,4′-piperidine]-4-yl)methyl)propan-2-amine was prepared as described in Example 80, substituting cyclopentylmagnesium bromide for ethylmagnesium bromide in Step 1. 1H NMR (CDCl3, 400 MHz) δ 8.62 (s, 1H), 7.08-7.26 (m, 2H), 6.97 (d, 1H), 4.01 (s, 2H), 3.88-3.97 (m, 2H), 3.42 (m, 1H), 3.14 (dd, 2H), 2.96-2.98 (m, 3H), 2.80 (dt, 2H), 2.57-2.59 (m, 1H), 2.09-2.21 (m, 3H), 1.93 (m, 1H), 1.86 (m, 2H), 1.59 (d, 1H), 1.3... The reactants are BrCC1=CC2=C(SC(=C2)S(N)(=O)=O)C=C1 (5-bromomethyl-2-sulfamoylbenzo[b]thiophene), Cl.CN(CCS)C (2-dimethylaminoethanethiol hydrochloride), [H-].[Na+] (sodium hydride), oil. Run in CN(C)C=O (DMF), CN(C)C=O (DMF). Conditions: time 0.5 hour. Yields the product CN(CCSCC1=CC2=C(SC(=C2)S(N)(=O)=O)C=C1)C (5-[2-(Dimethylamino)ethylthiomethyl]-2-sulfamoylbenzo[b]thiophene). The yield is 33.9%. As a reaction SMILES: Cl.[CH3:2][N:3]([CH3:7])[CH2:4][CH2:5][SH:6].[H-].[Na+].Br[CH2:11][C:12]1[CH:24]=[CH:23][C:15]2[S:16][C:17]([S:19](=[O:22])(=[O:21])[NH2:20])=[CH:18][C:14]=2[CH:13]=1>CN(C=O)C>[CH3:2][N:3]([CH3:7])[CH2:4][CH2:5][S:6][CH2:11][C:12]1[CH:24]=[CH:23][C:15]2[S:16][C:17]([S:19](=[O:21])(=[O:22])[NH2:20])=[CH:18][C:14]=2[CH:13]=1 |f:0.1,2.3|. Procedure details: To a stirred solution of 2-dimethylaminoethanethiol hydrochloride (14.17 g, 0.10 mol) in 125 ml of dry DMF was added portionwise 60% sodium hydride in mineral oil (8.0 g, 0.2 mol) under a nitrogen atmosphere over 1/2 hour with warming on the steam bath. The mixture was stirred an additional 1/2 hour and then cooled in ice. To the cold suspension was added dropwise a solution of 5-bromomethyl-2-sulfamoylbenzo[b]thiophene (7.66 g, 0.025 mol) in 25 ml of DMF. The mixture was stirred for an addition... The reactants are COc1ccc([N+](=O)[O-])cc1CCC(=O)O, CC(C)NC(C)C, ClCCl, O=S(Cl)Cl. Product: COc1ccc([N+](=O)[O-])cc1CCC(=O)N(C(C)C)C(C)C. Reaction SMILES: [CH3:1][O:2][c:3]1[c:4]([CH2:12][CH2:13][C:14](=[O:15])[OH:16])[cH:5][c:6]([N+:9](=[O:10])[O-:11])[cH:7][cH:8]1.[CH:21]([CH3:22])([CH3:23])[NH:24][CH:25]([CH3:26])[CH3:27].[Cl:28][CH2:29][Cl:30].[S:17]([Cl:18])([Cl:19])=[O:20]>>[CH3:1][O:2][c:3]1[c:4]([CH2:12][CH2:13][C:14](=[O:16])[N:24]([CH:21]([CH3:22])[CH3:23])[CH:25]([CH3:26])[CH3:27])[cH:5][c:6]([N+:9](=[O:10])[O-:11])[cH:7][cH:8]1.